From a dataset of the Open Reaction Database (ORD), a public repository of structured organic reaction records. describe an organic reaction: reactants, conditions, products, and yield Run at time 4 hour. Starting materials: NN (hydrazine), N1=CC=C(C=C1)C(C(CC(C1CCN(CC1)C(=O)OCC1=CC=CC=C1)=O)C1=CC(=CC=C1)C(F)(F)F)=O (1-(pyridin-4-yl)-1-oxo-2-(3-trifluoromethylphenyl)-4-oxo-4-(N-carbobenzoxypiperidin-4-yl)butane), C1(=CC=CC=C1)C (toluene), C(#N)C1=C(C(=O)C(=C(C1=O)Cl)Cl)C#N (DDQ). Yield: 36.8%. Product: N1=CC=C(C=C1)C=1N=NC(=CC1C1=CC(=CC=C1)C(F)(F)F)C1CCN(CC1)C(=O)OCC1=CC=CC=C1 (3-(pyridin-4-yl)-4-(3-trifluoromethylphenyl)-6-(N-carbobenzoxypiperidin-4-yl)pyridazine). Procedure details: Under Ar, hydrazine (0.5 mL, 0.51 g, 15.9 mmol) was added to a solution of 34 (3.3 g) in EtOH (75 mL). After 4 h, the solution was concentrated to dryness and the residue treated with toluene (60 mL) dioxane (60 mL) and DDQ (0.8 g, 3.5 mmol). After 15 h, the reaction was concentrated to dryness. The residue was chromatographed on a Still column (50 mm) and the product eluted with 100% EtOAc to yield 1.2 g of 35. As a reaction SMILES: [NH2:1][NH2:2].[N:3]1[CH:8]=[CH:7][C:6]([C:9](=O)[CH:10]([C:30]2[CH:35]=[CH:34][CH:33]=[C:32]([C:36]([F:39])([F:38])[F:37])[CH:31]=2)[CH2:11][C:12](=O)[CH:13]2[CH2:18][CH2:17][N:16]([C:19]([O:21][CH2:22][C:23]3[CH:28]=[CH:27][CH:26]=[CH:25][CH:24]=3)=[O:20])[CH2:15][CH2:14]2)=[CH:5][CH:4]=1.C1(C)C=CC=CC=1.C(C1C(=O)C(Cl)=C(Cl)C(=O)C=1C#N)#N>CCO>[N:3]1[CH:4]=[CH:5][C:6]([C:9]2[N:1]=[N:2][C:12]([CH:13]3[CH2:14][CH2:15][N:16]([C:19]([O:21][CH2:22][C:23]4[CH:24]=[CH:25][CH:26]=[CH:27][CH:28]=4)=[O:20])[CH2:17][CH2:18]3)=[CH:11][C:10]=2[C:30]2[CH:35]=[CH:34][CH:33]=[C:32]([C:36]([F:38])([F:37])[F:39])[CH:31]=2)=[CH:7][CH:8]=1. Solvent: CCO (EtOH). Starting materials: BrC1=C(C=C(C(=C1)F)OC)O (2-bromo-4-fluoro-5-methoxy-phenol), BrCC1CC1 (bromomethyl-cyclopropane). Product: BrC1=C(C=C(C(=C1)F)OC)OCC1CC1 (1-Bromo-2-cyclopropylmethoxy-5-fluoro-4-methoxy-benzene). As a reaction SMILES: [Br:1][C:2]1[CH:7]=[C:6]([F:8])[C:5]([O:9][CH3:10])=[CH:4][C:3]=1[OH:11].Br[CH2:13][CH:14]1[CH2:16][CH2:15]1>>[Br:1][C:2]1[CH:7]=[C:6]([F:8])[C:5]([O:9][CH3:10])=[CH:4][C:3]=1[O:11][CH2:13][CH:14]1[CH2:16][CH2:15]1. Procedure details: Starting from 2-bromo-4-fluoro-5-methoxy-phenol (example B.a2) and commercially available bromomethyl-cyclopropane the title compound is obtained as colorless solid. Starting materials: Nc1cc(Br)nc(Br)c1, O=C(N=C=S)c1ccccc1, C1CCOC1. Yields the product O=C(NC(=S)Nc1cc(Br)nc(Br)c1)c1ccccc1. RXN SMILES: [Br:1][c:2]1[n:3][c:4]([Br:9])[cH:5][c:6]([NH2:8])[cH:7]1.[C:10]([c:11]1[cH:12][cH:13][cH:14][cH:15][cH:16]1)(=[O:17])[N:18]=[C:19]=[S:20].[CH2:21]1[O:22][CH2:23][CH2:24][CH2:25]1>>[Br:1][c:2]1[n:3][c:4]([Br:9])[cH:5][c:6]([NH:8][C:19]([NH:18][C:10]([c:11]2[cH:12][cH:13][cH:14][cH:15][cH:16]2)=[O:17])=[S:20])[cH:7]1. Starting materials: C=CCCC(=O)Cl, O=C1NC(Cc2ccccc2)CO1, C1CCOC1, [Li]CCCC. Product: C=CCCC(=O)N1C(=O)OCC1Cc1ccccc1. RXN SMILES: [C:19]([CH2:20][CH2:21][CH:22]=[CH2:23])(=[O:24])[Cl:25].[CH2:1]([c:2]1[cH:3][cH:4][cH:5][cH:6][cH:7]1)[CH:8]1[NH:9][C:10](=[O:13])[O:11][CH2:12]1.[CH2:26]1[O:27][CH2:28][CH2:29][CH2:30]1.[CH3:14][CH2:15][CH2:16][CH2:17][Li:18]>>[CH2:1]([c:2]1[cH:3][cH:4][cH:5][cH:6][cH:7]1)[CH:8]1[N:9]([C:19]([CH2:20][CH2:21][CH:22]=[CH2:23])=[O:24])[C:10](=[O:13])[O:11][CH2:12]1.